describe an organic reaction: reactants, conditions, products, and yield From a dataset of the Open Reaction Database (ORD), a public repository of structured organic reaction records. The reactants are IC(C)OC(=O)OC(C)C ((RS)-1-iodo-1-(propan-2-yl)oxycarbonyloxyethane), ice, NC=1SC=C(N1)/C(/C(=O)N[C@H]1[C@@H]2N(C(=C(CS2)[C@H]2OCCC2)C(=O)[O-])C1=O)=N/OC.[Na+] (sodium (6R,7R)-7-[2-(2-aminothiazol-4-yl)-2-(Z)-methoxyiminoacetamido]-3-[(S) -tetrahydrofuran-2-yl]ceph-3-em-4-carboxylate), C([O-])([O-])=O.[K+].[K+] (potassium carbonate). The solvent is CN1C(CCC1)=O (1-methyl-2-pyrrolidinone), CN1C(CCC1)=O (1-methyl-2-pyrrolidinone), C(C)(=O)OCC (ethyl acetate). Conditions: time 15 minute. Product: NC=1SC=C(N1)/C(/C(=O)N[C@H]1[C@@H]2N(C(=C(CS2)[C@H]2OCCC2)C(=O)OC(C)OC(=O)OC(C)C)C1=O)=N/OC ((RS)-1-(Propan-2-yl)oxycarbonyloxyethyl (6R,7R)-7-[2-(2-aminothiazol-4-yl)-2-(Z)-methoxyiminoacetamido]-3-[(S)-tetrahydrofuran-2-yl]ceph-3-em-4-carboxylate). Isolated yield 19.9%. Reaction SMILES: I[CH:2]([O:4][C:5]([O:7][CH:8]([CH3:10])[CH3:9])=[O:6])[CH3:3].[NH2:11][C:12]1[S:13][CH:14]=[C:15](/[C:17](=[N:38]/[O:39][CH3:40])/[C:18]([NH:20][C@@H:21]2[C:36](=[O:37])[N:23]3[C:24]([C:33]([O-:35])=[O:34])=[C:25]([C@@H:28]4[CH2:32][CH2:31][CH2:30][O:29]4)[CH2:26][S:27][C@H:22]23)=[O:19])[N:16]=1.[Na+].C(=O)([O-])[O-].[K+].[K+]>CN1CCCC1=O.C(OCC)(=O)C>[NH2:11][C:12]1[S:13][CH:14]=[C:15](/[C:17](=[N:38]/[O:39][CH3:40])/[C:18]([NH:20][C@@H:21]2[C:36](=[O:37])[N:23]3[C:24]([C:33]([O:35][CH:2]([O:4][C:5]([O:7][CH:8]([CH3:10])[CH3:9])=[O:6])[CH3:3])=[O:34])=[C:25]([C@@H:28]4[CH2:32][CH2:31][CH2:30][O:29]4)[CH2:26][S:27][C@H:22]23)=[O:19])[N:16]=1 |f:1.2,3.4.5|. Procedure: A solution of (RS)-1-iodo-1-(propan-2-yl)oxycarbonyloxyethane (516mg) in 1-methyl-2-pyrrolidinone (2ml) was added dropwise over 45 mins to an ice-cold mixture of sodium (6R,7R)-7-[2-(2-aminothiazol-4-yl)-2-(Z)-methoxyiminoacetamido]-3-[(S) -tetrahydrofuran-2-yl]ceph-3-em-4-carboxylate (237mg) and finely powdered potassium carbonate (276mg) in 1-methyl-2-pyrrolidinone (5ml). The mixture was stirred for an additional 15 mins, diluted with ethyl acetate, washed with water, brine, dried (magnesium s... The reactants are N-Butyl lithium, C(C)(C)(C)OC(=O)N1CCN(CC1)C=1C(=NN(C1)S(=O)(=O)C1=CC=C(C=C1)C)C1=C(C=C(C(=C1)Cl)OCC1=CC=CC=C1)OCC1=CC=CC=C1 (4-[3-(2,4-Bis-benzyloxy-5-chloro-phenyl)-1-(toluene-4-sulfonyl)-1H-pyrazol-4-yl]-piperazine-1-carboxylic acid tert-butyl ester), CI (methyl iodide). Run in O1CCCC1 (tetrahydrofuran). Conditions: temperature -78 celsius, time 10 minute. Yields the product C(C)(C)(C)OC(=O)N1CCN(CC1)C=1C(=NN(C1C)S(=O)(=O)C1=CC=C(C=C1)C)C1=C(C=C(C(=C1)Cl)OCC1=CC=CC=C1)OCC1=CC=CC=C1 (4-[3-(2,4-Bis-benzyloxy-5-chloro-phenyl)-5-methyl-1-(toluene-4-sulfonyl)-1H-pyrazol-4-yl]-piperazine-1-carboxylic acid tert-butyl ester). Yield: 29.0%. Reaction SMILES: [C:1]([O:5][C:6]([N:8]1[CH2:13][CH2:12][N:11]([C:14]2[C:15]([C:29]3[CH:34]=[C:33]([Cl:35])[C:32]([O:36][CH2:37][C:38]4[CH:43]=[CH:42][CH:41]=[CH:40][CH:39]=4)=[CH:31][C:30]=3[O:44][CH2:45][C:46]3[CH:51]=[CH:50][CH:49]=[CH:48][CH:47]=3)=[N:16][N:17]([S:19]([C:22]3[CH:27]=[CH:26][C:25]([CH3:28])=[CH:24][CH:23]=3)(=[O:21])=[O:20])[CH:18]=2)[CH2:10][CH2:9]1)=[O:7])([CH3:4])([CH3:3])[CH3:2].[CH3:52]I>O1CCCC1>[C:1]([O:5][C:6]([N:8]1[CH2:9][CH2:10][N:11]([C:14]2[C:15]([C:29]3[CH:34]=[C:33]([Cl:35])[C:32]([O:36][CH2:37][C:38]4[CH:39]=[CH:40][CH:41]=[CH:42][CH:43]=4)=[CH:31][C:30]=3[O:44][CH2:45][C:46]3[CH:51]=[CH:50][CH:49]=[CH:48][CH:47]=3)=[N:16][N:17]([S:19]([C:22]3[CH:23]=[CH:24][C:25]([CH3:28])=[CH:26][CH:27]=3)(=[O:20])=[O:21])[C:18]=2[CH3:52])[CH2:12][CH2:13]1)=[O:7])([CH3:4])([CH3:2])[CH3:3]. Reported procedure: N-Butyl lithium (1.6M in hexane; 0.25 ml, 0.4 mmol) was added dropwise to a stirred, cooled (−78° C.) solution of 4-[3-(2,4-Bis-benzyloxy-5-chloro-phenyl)-1-(toluene-4-sulfonyl)-1H-pyrazol-4-yl]-piperazine-1-carboxylic acid tert-butyl ester) 240 mg, 0.33 mmol) in tetrahydrofuran (2 ml), under a nitrogen atmosphere. The mixture was stirred at −78° C. for 10 minutes, then methyl iodide (40 μL; 0.64 mmol) was added. The reaction mixture was warmed to room temperature, then partitioned between water...